This data is from the Open Reaction Database (ORD), a public repository of structured organic reaction records. The task is: describe an organic reaction: reactants, conditions, products, and yield The reactants are BrCc1ccccc1, Oc1c(Br)cc(F)cc1C(F)(F)F, CCO, [Na]. Product: Fc1cc(Br)c(OCc2ccccc2)c(C(F)(F)F)c1. As a reaction SMILES: [Br:15][CH2:16][c:17]1[cH:18][cH:19][cH:20][cH:21][cH:22]1.[Br:2][c:3]1[c:4]([OH:14])[c:5]([C:10]([F:11])([F:12])[F:13])[cH:6][c:7]([F:9])[cH:8]1.[CH3:23][CH2:24][OH:25].[Na:1]>>[Br:2][c:3]1[c:4]([O:14][CH2:16][c:17]2[cH:18][cH:19][cH:20][cH:21][cH:22]2)[c:5]([C:10]([F:11])([F:12])[F:13])[cH:6][c:7]([F:9])[cH:8]1. The reactants are CC1=C(NC(=C1)C)C=O (3,5-dimethylpyrrole-2-carboxaldehyde), OCNC(C(F)(F)F)=O (N-(hydroxymethyl)trifluoroacetamide), S(O)(O)(=O)=O (sulfuric acid). The solvent is ice water. Product: CC1=C(NC(=C1CNC(C(F)(F)F)=O)C)C=O (3,5-Dimethyl-4-trifluoroacetamidomethylpyrrole-2-carboxaldehyde). RXN SMILES: [CH3:1][C:2]1[CH:6]=[C:5]([CH3:7])[NH:4][C:3]=1[CH:8]=[O:9].O[CH2:11][NH:12][C:13](=[O:18])[C:14]([F:17])([F:16])[F:15].S(=O)(=O)(O)O>>[CH3:1][C:2]1[C:6]([CH2:11][NH:12][C:13](=[O:18])[C:14]([F:17])([F:16])[F:15])=[C:5]([CH3:7])[NH:4][C:3]=1[CH:8]=[O:9]. Procedure details: A mixture of 3,5-dimethylpyrrole-2-carboxaldehyde (2.6 g, 0.02 mol) and N-(hydroxymethyl)trifluoroacetamide (3 g, 0.02 mol) was added in portionwise to sulfuric acid (15 ml) keeping the temperature below 10° C. The mixture of reaction was allowed to warm at room temperature for 4 h. The reaction was poured into ice-water (100 ml), the precipitated solid was filtered and washed with water. The white solid (yield, 78%) was used without further purification. M.p. 200° C.